From a dataset of the Open Reaction Database (ORD), a public repository of structured organic reaction records. describe an organic reaction: reactants, conditions, products, and yield Starting materials: C1(C=2C(C(N1C(C(=O)O)CC1=CC=CC=C1)=O)=CC=CC2)=O (2-phthalimido-3-phenylpropionic acid), C(=O)(N1C=NC=C1)N1C=NC=C1 (carbonyldiimidazole), [OH-].[NH4+] (ammonium hydroxide), 4-N,N-dimethylaminopyridine. The solvent is O1CCCC1 (tetrahydrofuran), O1CCCC1 (tetrahydrofuran), O (water). Conditions: time 45 minute. Product: C1(C=2C(C(N1C(C(=O)N)CC1=CC=CC=C1)=O)=CC=CC2)=O (2-phthalimido-3-phenylpropionamide). The yield is 83.6%. RXN SMILES: [C:1]1(=[O:22])[N:5]([CH:6]([CH2:10][C:11]2[CH:16]=[CH:15][CH:14]=[CH:13][CH:12]=2)[C:7](O)=[O:8])[C:4](=[O:17])[C:3]2=[CH:18][CH:19]=[CH:20][CH:21]=[C:2]12.C(N1C=CN=C1)([N:25]1C=CN=C1)=O.[OH-].[NH4+]>O1CCCC1.O>[C:1]1(=[O:22])[N:5]([CH:6]([CH2:10][C:11]2[CH:16]=[CH:15][CH:14]=[CH:13][CH:12]=2)[C:7]([NH2:25])=[O:8])[C:4](=[O:17])[C:3]2=[CH:18][CH:19]=[CH:20][CH:21]=[C:2]12 |f:2.3|. Procedure details: To a stirred solution of 2-phthalimido-3-phenylpropionic acid (2.95 g, 10.0 mmol) in tetrahydrofuran (25 mL) are added carbonyldiimidazole (1.62 g, 10.0 mmol) and a few crystals of 4-N,N-dimethylaminopyridine, followed by 15 mL of tetrahydrofuran. The reaction mixture is stirred at room temperature for 45 minutes and 1 mL of concentrated ammonium hydroxide then is added. After 10 minutes, the reaction mixture is diluted with 50 mL water and the resulting slurry is partially concentrated to remov...